Dataset: the Open Reaction Database (ORD), a public repository of structured organic reaction records. Task: describe an organic reaction: reactants, conditions, products, and yield Reactants: N1(C=NC=C1)CC=1C=C(C(=CC1)N)N (4-(1H-imidazol-1-ylmethyl)-1,2-benzenediamine), C(C)CC([O-])([O-])CC (diethyl ethanedioiate), CO (methanol). Run at time 4 hour. The product is N1(C=NC=C1)CC=1C=C2NC(C(NC2=CC1)=O)=O (6-(1H-imidazol-1-ylmethyl)-2,3(1H,4H)-quinoxalinedione). The yield is 62.3%. Reaction SMILES: [N:1]1([CH2:6][C:7]2[CH:8]=[C:9]([NH2:14])[C:10]([NH2:13])=[CH:11][CH:12]=2)[CH:5]=[CH:4][N:3]=[CH:2]1.C(C[C:18]([CH2:21]C)([O-])[O-:19])C.C[OH:24]>>[N:1]1([CH2:6][C:7]2[CH:8]=[C:9]3[C:10](=[CH:11][CH:12]=2)[NH:13][C:18](=[O:19])[C:21](=[O:24])[NH:14]3)[CH:5]=[CH:4][N:3]=[CH:2]1. Procedure: A mixture of 5 parts of 4-(1H-imidazol-1-ylmethyl)-1,2-benzenediamine, 4 parts of diethyl ethanedioiate and 40 parts of methanol was stirred for 4 hours at room temperature. The precipitated product was filtered off and dried, yielding 4 parts (62.3%) of 6-(1H-imidazol-1-ylmethyl)-2,3(1H,4H)-quinoxalinedione; mp. >300° C. (comp. 315). The reactants are COCCOc1cc(CC2CCNCC2)ccc1Br, CCCCOC(C)=O, CN1CCCCC1=O, CC(C)=O, Cc1ccccc1, Cl, [K+], [K+], [K+], C1CCOC1, [OH-], O, O=P([O-])([O-])O, O=S(=O)(O)c1ccccc1, O=C1CCOc2ccc(CCOS(=O)(=O)c3ccccc3)cc21. Yields the product COCCOc1cc(CC2CCN(CCc3ccc4c(c3)C(=O)CCO4)CC2)ccc1Br, O=S(=O)(O)c1ccccc1. As a reaction SMILES: [Br:2][c:3]1[c:4]([O:16][CH2:17][CH2:18][O:19][CH3:20])[cH:5][c:6]([CH2:7][CH:8]2[CH2:9][CH2:10][NH:11][CH2:12][CH2:13]2)[cH:14][cH:15]1.[C:75]([O:76][CH2:77][CH2:78][CH2:79][CH3:80])(=[O:81])[CH3:82].[CH3:53][N:54]1[CH2:55][CH2:56][CH2:57][CH2:58][C:59]1=[O:60].[CH3:71][C:72](=[O:73])[CH3:74].[CH3:83][c:84]1[cH:85][cH:86][cH:87][cH:88][cH:89]1.[ClH:1].[K+:22].[K+:51].[K+:52].[O:90]1[CH2:91][CH2:92][CH2:93][CH2:94]1.[OH-:21].[OH2:95].[P:46]([O-:47])([O-:48])([OH:49])=[O:50].[c:61]1([S:62]([OH:63])(=[O:64])=[O:65])[cH:66][cH:67][cH:68][cH:69][cH:70]1.[cH:23]1[cH:24][cH:25][c:26]([S:29](=[O:30])(=[O:31])[O:32][CH2:33][CH2:34][c:35]2[cH:36][c:37]3[c:42]([cH:43][cH:44]2)[O:41][CH2:40][CH2:39][C:38]3=[O:45])[cH:27][cH:28]1>>[Br:2][c:3]1[c:4]([O:16][CH2:17][CH2:18][O:19][CH3:20])[cH:5][c:6]([CH2:7][CH:8]2[CH2:9][CH2:10][N:11]([CH2:33][CH2:34][c:35]3[cH:36][c:37]4[c:42]([cH:43][cH:44]3)[O:41][CH2:40][CH2:39][C:38]4=[O:45])[CH2:12][CH2:13]2)[cH:14][cH:15]1.[cH:23]1[cH:24][cH:25][c:26]([S:29](=[O:30])(=[O:31])[OH:32])[cH:27][cH:28]1. Yields the product Cl.O=C1C(CCC2=CC=CC=C12)CN1CCC(C(=O)N)(CC1)NC1=CC=CC=C1 (1-[(1,2,3,4-tetrahydro-1-oxo-2-naphthalenyl)methyl]-4-anilino isonipecotamide, hydrochloride). Solvent: C(C)O (ethanol). Reactants: O=C1C(CCC2=CC=CC=C12)CN1CCC(C(=O)N)(CC1)NC1=CC=CC=C1 (1-[(1,2,3,4-tetrahydro-1-oxo-2-naphthalenyl)-methyl]-4-anilino isonipecotamide), Cl (hydrogen chloride). Procedure details: Finely-ground 1-[(1,2,3,4-tetrahydro-1-oxo-2-naphthalenyl)-methyl]-4-anilino isonipecotamide (5.0 g) is slurried in absolute ethanol and treated with 1.2 equivalents of ethereal hydrogen chloride. The resulting mixture is cooled and filtered to yield the title compound. Reaction SMILES: [O:1]=[C:2]1[C:11]2[C:6](=[CH:7][CH:8]=[CH:9][CH:10]=2)[CH2:5][CH2:4][CH:3]1[CH2:12][N:13]1[CH2:21][CH2:20][C:16]([NH:22][C:23]2[CH:28]=[CH:27][CH:26]=[CH:25][CH:24]=2)([C:17]([NH2:19])=[O:18])[CH2:15][CH2:14]1.[ClH:29]>C(O)C>[ClH:29].[O:1]=[C:2]1[C:11]2[C:6](=[CH:7][CH:8]=[CH:9][CH:10]=2)[CH2:5][CH2:4][CH:3]1[CH2:12][N:13]1[CH2:21][CH2:20][C:16]([NH:22][C:23]2[CH:24]=[CH:25][CH:26]=[CH:27][CH:28]=2)([C:17]([NH2:19])=[O:18])[CH2:15][CH2:14]1 |f:3.4|. The reactants are ice water, [H-].[Na+] (NaH), BrCC=1N(C2=CC(=CC=C2C1C#N)OC)CC (2-bromomethyl-1-ethyl-6-methoxy-1H-indole-3-carbonitrile), C1(=CC=CC=C1)O (phenol). Solvent: CN(C)C=O (DMF). Reaction conditions: time 20 hour. The product is C(C)N1C(=C(C2=CC=C(C=C12)OC)C#N)COC1=CC=CC=C1 (1-ethyl-6-methoxy-2-phenoxymethyl-1H-indole-3-carbonitrile), compound 99. Reaction SMILES: [H-].[Na+].Br[CH2:4][C:5]1[N:6]([CH2:18][CH3:19])[C:7]2[C:12]([C:13]=1[C:14]#[N:15])=[CH:11][CH:10]=[C:9]([O:16][CH3:17])[CH:8]=2.[C:20]1([OH:26])[CH:25]=[CH:24][CH:23]=[CH:22][CH:21]=1>CN(C=O)C>[CH2:18]([N:6]1[C:7]2[C:12](=[CH:11][CH:10]=[C:9]([O:16][CH3:17])[CH:8]=2)[C:13]([C:14]#[N:15])=[C:5]1[CH2:4][O:26][C:20]1[CH:25]=[CH:24][CH:23]=[CH:22][CH:21]=1)[CH3:19] |f:0.1|. Procedure details: To a solution of NaH (44 mg, 4 eq.) in DMF (0.5 mL) is added 2-bromomethyl-1-ethyl-6-methoxy-1H-indole-3-carbonitrile (80 mg, 0.274 mmol) and phenol (2 eq.). After stirring for 20 h, the mixture is poured into ice water and extracted with CH2Cl2. The organic layer is washed with brine and dried with Na2SO4. The solvent is evaporated under vacuum and purified with flash column chromatography on silica gel using EtOAc/petroleum ether (1/5) as eluent to yield 1-ethyl-6-methoxy-2-phenoxymethyl-1H-in... Reactants: C(C)(=O)NC(C(=O)NC(C)(C)C)(CCC=C)CCC1=NC=CC=C1 (2-acetamido-N-tert-butyl-2-(2-(pyridin-2-yl)ethyl)hex-5-enamide), CC1(OBOC1(C)C)C (4,4,5,5-tetramethyl-[1,3,2]dioxaborolane), O (water). As a reaction SMILES: [C:1]([NH:4][C:5]([CH2:17][CH2:18][C:19]1[CH:24]=[CH:23][CH:22]=[CH:21][N:20]=1)([CH2:13][CH2:14][CH:15]=[CH2:16])[C:6]([NH:8][C:9]([CH3:12])([CH3:11])[CH3:10])=[O:7])(=[O:3])[CH3:2].[CH3:25][C:26]1([CH3:33])[C:30]([CH3:32])([CH3:31])[O:29][BH:28][O:27]1.O>ClCCl.[Ir+].ClC1CCC=CCCC=1.C1(P(C2C=CC=CC=2)CCP(C2C=CC=CC=2)C2C=CC=CC=2)C=CC=CC=1>[C:1]([NH:4][C:5]([CH2:17][CH2:18][C:19]1[CH:24]=[CH:23][CH:22]=[CH:21][N:20]=1)([CH2:13][CH2:14][CH2:15][CH2:16][B:28]1[O:29][C:30]([CH3:32])([CH3:31])[C:26]([CH3:33])([CH3:25])[O:27]1)[C:6]([NH:8][C:9]([CH3:12])([CH3:11])[CH3:10])=[O:7])(=[O:3])[CH3:2] |f:4.5|. The yield is 69.9%. The solvent is ClCCl (dichloromethane). Reported procedure: A solution of 2-acetamido-N-tert-butyl-2-(2-(pyridin-2-yl)ethyl)hex-5-enamide (810 mg, 2.45 mmol) in dichloromethane (4 mL), was treated with chloro-1,5-cyclooctadiene iridium(I) dimer (35 mg, 2 mol %) and 1,2-bis(diphenylphosphino)ethane (42 mg, 4 mol %). The solution was stirred at room temperature for 30 minutes and then 4,4,5,5-tetramethyl-[1,3,2]dioxaborolane (0.76 mL, 5.20 mmol) was added dropwise, and the reaction was then stirred overnight at room temperature. The reaction was poured int... Reagents/catalysts: [Ir+].ClC1=CCCC=CCC1 (chloro-1,5-cyclooctadiene iridium(I)), C1(=CC=CC=C1)P(CCP(C1=CC=CC=C1)C1=CC=CC=C1)C1=CC=CC=C1 (1,2-bis(diphenylphosphino)ethane). Product: C(C)(=O)NC(C(=O)NC(C)(C)C)(CCCCB1OC(C(O1)(C)C)(C)C)CCC1=NC=CC=C1 (2-acetamido-N-tert-butyl-2-(2-(pyridin-2-yl)ethyl)-6-(4,4,5,5-tetramethyl-1,3,2-dioxaborolan-2-yl)hexanamide). Reaction conditions: time 30 minute. Reactants: O=C([O-])[O-], COC(=O)C(CI)NC(=O)OC(C)(C)C, CC(=O)Cc1cccc(Cl)c1, [Cs+], [Cs+], CN(C)C=O. Product: COC(=O)C(CC(C(C)=O)c1cccc(Cl)c1)NC(=O)OC(C)(C)C. RXN SMILES: [C:1](=[O:2])([O-:3])[O-:4].[C:7]([CH3:8])([CH3:9])([CH3:10])[O:11][C:12](=[O:13])[NH:14][CH:15]([CH2:16][I:17])[C:18](=[O:19])[O:20][CH3:21].[Cl:22][c:23]1[cH:24][c:25]([CH2:29][C:30]([CH3:31])=[O:32])[cH:26][cH:27][cH:28]1.[Cs+:5].[Cs+:6].[O:33]=[CH:34][N:35]([CH3:36])[CH3:37]>>[C:7]([CH3:8])([CH3:9])([CH3:10])[O:11][C:12](=[O:13])[NH:14][CH:15]([CH2:16][CH:29]([c:25]1[cH:24][c:23]([Cl:22])[cH:28][cH:27][cH:26]1)[C:30]([CH3:31])=[O:32])[C:18](=[O:19])[O:20][CH3:21]. Reactants: Cl, CNCc1cn(C)c2ccc(F)cc12, Nc1ccc(C=CC(=O)O)cn1, O=C(O)C=Cc1cnc2c(c1)CCC(=O)N2. Yields the product CN(Cc1cn(C)c2ccc(F)cc12)C(=O)C=Cc1ccc(N)nc1. RXN SMILES: [ClH:27].[F:1][c:2]1[cH:3][c:4]2[c:5]([CH2:12][NH:13][CH3:14])[cH:6][n:7]([CH3:11])[c:8]2[cH:9][cH:10]1.[NH2:15][c:16]1[cH:17][cH:18][c:19]([CH:22]=[CH:23][C:24](=[O:25])[OH:26])[cH:20][n:21]1.[O:28]=[C:29]1[NH:30][c:31]2[n:32][cH:33][c:34]([CH:35]=[CH:36][C:37]([OH:38])=[O:39])[cH:40][c:41]2[CH2:42][CH2:43]1>>[F:1][c:2]1[cH:3][c:4]2[c:5]([CH2:12][N:13]([CH3:14])[C:24]([CH:23]=[CH:22][c:19]3[cH:18][cH:17][c:16]([NH2:15])[n:21][cH:20]3)=[O:26])[cH:6][n:7]([CH3:11])[c:8]2[cH:9][cH:10]1.